From a dataset of the Open Reaction Database (ORD), a public repository of structured organic reaction records. describe an organic reaction: reactants, conditions, products, and yield Starting materials: COC(=O)C=1[C@@H](N=C(NC1CBr)C=1SC=CN1)C1=C(C=C(C=C1)F)Cl ((R)-6-bromomethyl-4-(2-chloro-4-fluoro-phenyl)-2-thiazol-2-yl-1,4-dihydro-pyrimidine-5-carboxylic acid methyl ester), hexahydro-pyrazino[1,2-c][1,3]oxazin-6-one trifluoro, C1NCCN2C(OCCC21)=O (hexahydro-pyrazino[1,2-c][1,3]oxazin-6-one), CCN(C(C)C)C(C)C (DIPEA). Solvent: ClCCCl (1,2-dichloroethane), CCOC(=O)C (EtOAc). Product: ClC1=C(C=CC(=C1)F)[C@@H]1N=C(NC(=C1C(=O)OC)CN1CC2N(C(OCC2)=O)CC1)C=1SC=CN1 (methyl (4R)-4-(2-chloro-4-fluoro-phenyl)-6-[(6-oxo-1,3,4,8,9,9a-hexahydropyrazino[1,2-c][1,3]oxazin-2-yl)methyl]-2-thiazol-2-yl-1,4-dihydropyrimidine-5-carboxylate). As a reaction SMILES: [CH3:1][O:2][C:3]([C:5]1[C@H:6]([C:18]2[CH:23]=[CH:22][C:21]([F:24])=[CH:20][C:19]=2[Cl:25])[N:7]=[C:8]([C:13]2[S:14][CH:15]=[CH:16][N:17]=2)[NH:9][C:10]=1[CH2:11]Br)=[O:4].[CH2:26]1[CH:35]2[N:30]([C:31](=[O:36])[O:32][CH2:33][CH2:34]2)[CH2:29][CH2:28][NH:27]1.CCN(C(C)C)C(C)C>ClCCCl.CCOC(C)=O>[Cl:25][C:19]1[CH:20]=[C:21]([F:24])[CH:22]=[CH:23][C:18]=1[C@H:6]1[C:5]([C:3]([O:2][CH3:1])=[O:4])=[C:10]([CH2:11][N:27]2[CH2:28][CH2:29][N:30]3[C:31](=[O:36])[O:32][CH2:33][CH2:34][CH:35]3[CH2:26]2)[NH:9][C:8]([C:13]2[S:14][CH:15]=[CH:16][N:17]=2)=[N:7]1. Reported procedure: To a stirred solution of (R)-6-bromomethyl-4-(2-chloro-4-fluoro-phenyl)-2-thiazol-2-yl-1,4-dihydro-pyrimidine-5-carboxylic acid methyl ester (0.072 g, 0.16 mmol) and hexahydro-pyrazino[1,2-c][1,3]oxazin-6-one trifluoro acetitic acid salt (Compound D, crude, 0.25 mmol) in 1,2-dichloroethane (5 mL) was added dropwise DIPEA (0.078 mL, 0.45 mmol). The reaction mixture was stirred at room temperature until the disappearance of starting material. The mixture was diluted with EtOAc (50 mL) and washed s... Starting materials: C(C)(=O)NC(CC[C@@H](C(=O)O)NC(=O)OC(C)(C)C)C ((2S)-5-(Acetylamino)-2-(tert-butoxycarbonylamino)hexanoic acid), O.ON1N=NC2=C1C=CC=C2 (1-hydroxybenzotriazole hydrate), solution, CN (methylamine), C(C)O (ethanol), Cl.CN(CCCN=C=NCC)C (N-(3-Dimethylaminopropyl)-N'-ethylcarbodiimide hydrochloride). Run in ClCCl (dichloromethane), CN(C=O)C (N,N-dimethylformamide), C(C)(=O)OCC (ethyl acetate). Run at temperature 0 celsius, time 20 minute. Yields the product C(C)(C)(C)OC(N[C@@H](CCCCNC(C)=O)C(NC)=O)=O (((1S)-5-(acetylamino)-1-(methylcarbamoyl)pentyl)carbamic acid tert-butyl ester). Yield: 15.2%. Reaction SMILES: C(N[CH:5]([CH3:20])[CH2:6][CH2:7][C@H:8]([NH:12][C:13]([O:15][C:16]([CH3:19])([CH3:18])[CH3:17])=[O:14])[C:9]([OH:11])=O)(=O)C.O.O[N:23]1[C:27]2[CH:28]=CC=CC=2N=N1.Cl.C[N:34]([CH3:43])CCCN=C=NCC.CN.C([OH:48])C>ClCCl.CN(C)C=O.C(OCC)(=O)C>[C:16]([O:15][C:13](=[O:14])[NH:12][C@H:8]([C:9](=[O:11])[NH:34][CH3:43])[CH2:7][CH2:6][CH2:5][CH2:20][NH:23][C:27](=[O:48])[CH3:28])([CH3:17])([CH3:18])[CH3:19] |f:1.2,3.4|. Procedure details: (2S)-5-(Acetylamino)-2-(tert-butoxycarbonylamino)hexanoic acid (purchased at Bachem, 5.0 g, 17.34 mmol) and 1-hydroxybenzotriazole hydrate (2.65 g, 17.34 mmol) were subsequently dissolved in dichloromethane (40 ml) and N,N-dimethylformamide (20 ml). The solution was cooled to 0° C. N-(3-Dimethylaminopropyl)-N'-ethylcarbodiimide hydrochloride (3.32 g, 17.34 mmol) was added. The reaction mixture was stirred at 0° C. for 20 min. A 8.0 M solution of methylamine in ethanol (13 ml, 104 mmol) was added...